This data is from the Open Reaction Database (ORD), a public repository of structured organic reaction records. The task is: describe an organic reaction: reactants, conditions, products, and yield Reactants: BrCc1ccccc1, CC(C)(C)OC(=O)CCSc1ccc(O)cc1, O=C([O-])[O-], CN(C)C=O, [K+], [K+]. Product: CC(C)(C)OC(=O)CCSc1ccc(OCc2ccccc2)cc1. Reaction SMILES: [Br:18][CH2:19][c:20]1[cH:21][cH:22][cH:23][cH:24][cH:25]1.[C:1]([CH3:2])([CH3:3])([CH3:4])[O:5][C:6]([CH2:7][CH2:8][S:9][c:10]1[cH:11][cH:12][c:13]([OH:16])[cH:14][cH:15]1)=[O:17].[C:26](=[O:27])([O-:28])[O-:29].[CH3:32][N:33]([CH3:34])[CH:35]=[O:36].[K+:30].[K+:31]>>[C:1]([CH3:2])([CH3:3])([CH3:4])[O:5][C:6]([CH2:7][CH2:8][S:9][c:10]1[cH:11][cH:12][c:13]([O:16][CH2:19][c:20]2[cH:21][cH:22][cH:23][cH:24][cH:25]2)[cH:14][cH:15]1)=[O:17].